Task: describe an organic reaction: reactants, conditions, products, and yield. Dataset: the Open Reaction Database (ORD), a public repository of structured organic reaction records The reactants are C(C=CC1=CC=CC=C1)(=S)N (thiocinnamamide), ClCC(=O)CCl (1,3-dichloroacetone), C([O-])([O-])=O.[K+].[K+] (potassium carbonate). Solvent: C(C)O (ethanol). The product is ClCC=1N=C(SC1)\C=C\C1=CC=CC=C1 (4-chloromethyl-2-[(E)-2-phenylethenyl]thiazole). Yield: 55.6%. RXN SMILES: [C:1]([NH2:11])(=[S:10])[CH:2]=[CH:3][C:4]1[CH:9]=[CH:8][CH:7]=[CH:6][CH:5]=1.[Cl:12][CH2:13][C:14]([CH2:16]Cl)=O.C(=O)([O-])[O-].[K+].[K+]>C(O)C>[Cl:12][CH2:13][C:14]1[N:11]=[C:1](/[CH:2]=[CH:3]/[C:4]2[CH:5]=[CH:6][CH:7]=[CH:8][CH:9]=2)[S:10][CH:16]=1 |f:2.3.4|. Procedure details: A mixture of thiocinnamamide (11.7 g), 1,3-dichloroacetone (9.10 g) and ethanol (145 ml) was heated for one hour under reflux. The reaction mixture was poured onto ice-water, neutralized with potassium carbonate, and extracted with ethyl acetate. The ethyl acetate layer was washed with water, dried (MgSO4), and concentrated under reduced pressure. The residue was subjected to a silica gel column chromatography. From the fraction eluted with diethyl ether-hexane (1:5, v/v), 4-chloromethyl-2-[(E)-... Starting materials: Cl.N1=C(C=CC=C1)CSC1=NC=2C=CC=C3CCCN1C23 (5,6-dihydro-2-(2-pyridylmethylthio)-4H-imidazo-[4,5,1-ij]quinoline hydrochloride), C([O-])([O-])=O.[Na+].[Na+] (sodium carbonate). Solvent: O (water). Run at temperature -50 celsius, time 16 hour. Product: N1=C(C=CC=C1)CS(=O)C1=NC=2C=CC=C3CCCN1C23 (2-(2-Pyridylmethylsulphinyl)-5,6-dihydro-4H-imidazo-[4,5,1-ij]quinoline), quarterhydrate. The yield is 13.9%. RXN SMILES: Cl.[N:2]1[CH:7]=[CH:6][CH:5]=[CH:4][C:3]=1[CH2:8][S:9][C:10]1[N:20]2[C:21]3[C:16]([CH2:17][CH2:18][CH2:19]2)=[CH:15][CH:14]=[CH:13][C:12]=3[N:11]=1.C(=O)([O-])[O-:23].[Na+].[Na+]>O>[N:2]1[CH:7]=[CH:6][CH:5]=[CH:4][C:3]=1[CH2:8][S:9]([C:10]1[N:20]2[C:21]3[C:16]([CH2:17][CH2:18][CH2:19]2)=[CH:15][CH:14]=[CH:13][C:12]=3[N:11]=1)=[O:23] |f:0.1,2.3.4|. Reported procedure: A solution of 5,6-dihydro-2-(2-pyridylmethylthio)-4H-imidazo-[4,5,1-ij]quinoline hydrochloride (4.0 g) in water (10 ml) was basified with sodium carbonate solution and extracted into chloroform. The extracts were dried (MgSO)4 and evaporated and the residue was dissolved in methylene chloride (50 ml) and cooled to -50° C. 3-chloroperoxybenzoic acid (2 g) was added with stirring and the solution was allowed to warm to -20° C. when a further (0.5 g) of 3-chloroperoxybenzoic acid was added and the ... Reactants: O=C([O-])[O-], O=C(OCc1ccccc1)N1CCc2ccccc2C1c1cc(Cl)ccc1O, CS(C)=O, N#CCCl, [K+], [K+]. The product is N#CCOc1ccc(Cl)cc1C1c2ccccc2CCN1C(=O)OCc1ccccc1. Reaction SMILES: [C:33](=[O:34])([O-:35])[O-:36].[CH2:1]([c:2]1[cH:3][cH:4][cH:5][cH:6][cH:7]1)[O:8][C:9](=[O:10])[N:11]1[CH:12]([c:21]2[c:22]([OH:28])[cH:23][cH:24][c:25]([Cl:27])[cH:26]2)[c:13]2[cH:14][cH:15][cH:16][cH:17][c:18]2[CH2:19][CH2:20]1.[CH3:39][S:40]([CH3:41])=[O:42].[Cl:29][CH2:30][C:31]#[N:32].[K+:37].[K+:38]>>[CH2:1]([c:2]1[cH:3][cH:4][cH:5][cH:6][cH:7]1)[O:8][C:9](=[O:10])[N:11]1[CH:12]([c:21]2[c:22]([O:28][CH2:30][C:31]#[N:32])[cH:23][cH:24][c:25]([Cl:27])[cH:26]2)[c:13]2[cH:14][cH:15][cH:16][cH:17][c:18]2[CH2:19][CH2:20]1. The reactants are CNC1=CC=CC=C1 (N-methylaniline), BrC(C(=O)OCC)C(=O)OCC (diethyl bromomalonate). Run in C1=CC=CC=C1 (benzene). Yields the product CN(C1=CC=CC=C1)C(C(=O)OCC)C(=O)OCC (diethyl N-methylanilinomalonate). Isolated yield 54.4%. Reaction SMILES: [CH3:1][NH:2][C:3]1[CH:8]=[CH:7][CH:6]=[CH:5][CH:4]=1.Br[CH:10]([C:16]([O:18][CH2:19][CH3:20])=[O:17])[C:11]([O:13][CH2:14][CH3:15])=[O:12]>C1C=CC=CC=1>[CH3:1][N:2]([CH:10]([C:11]([O:13][CH2:14][CH3:15])=[O:12])[C:16]([O:18][CH2:19][CH3:20])=[O:17])[C:3]1[CH:8]=[CH:7][CH:6]=[CH:5][CH:4]=1. Reported procedure: N-methylaniline (15.1 g), diethyl bromomalonate (16.9 g) and dry benzene (90 ml) were mixed and heated under reflux for 16 hours with stirring. The reaction mixture was washed, dried and concentrated by the same procedure as in Example 2, (1). The residue was purified by silica gel column chromatography using benzene/hexane (2:1) as an eluent to give 10.2 g (yield 54%) of diethyl N-methylanilinomalonate having the following NMR data. The reactants are C1CCOC1, CN(C)CCCNC(=O)c1cccc(-c2ccc(CSCCOc3ccccc3)cc2)c1, CN(C)CCCN, O=C(O)c1ccc(-c2ccccc2CSCCOc2ccccc2)cc1. RXN SMILES: [CH2:66]1[O:67][CH2:68][CH2:69][CH2:70]1.[CH3:1][N:2]([CH2:3][CH2:4][CH2:5][NH:6][C:7]([c:8]1[cH:9][c:10](-[c:11]2[cH:12][cH:13][c:14]([CH2:15][S:16][CH2:17][CH2:18][O:19][c:20]3[cH:21][cH:22][cH:23][cH:24][cH:25]3)[cH:26][cH:27]2)[cH:28][cH:29][cH:30]1)=[O:31])[CH3:32].[CH3:59][N:60]([CH3:61])[CH2:62][CH2:63][CH2:64][NH2:65].[O:33]([c:34]1[cH:35][cH:36][cH:37][cH:38][cH:39]1)[CH2:40][CH2:41][S:42][CH2:43][c:44]1[c:45](-[c:50]2[cH:51][cH:52][c:53]([C:56](=[O:57])[OH:58])[cH:54][cH:55]2)[cH:46][cH:47][cH:48][cH:49]1>>[CH3:1][N:2]([CH2:3][CH2:4][CH2:5][NH:6][C:56]([c:53]1[cH:52][cH:51][c:50](-[c:45]2[c:44]([CH2:43][S:42][CH2:41][CH2:40][O:33][c:34]3[cH:35][cH:36][cH:37][cH:38][cH:39]3)[cH:49][cH:48][cH:47][cH:46]2)[cH:55][cH:54]1)=[O:58])[CH3:32]. Product: CN(C)CCCNC(=O)c1ccc(-c2ccccc2CSCCOc2ccccc2)cc1. Starting materials: CC(=O)NCc1ccncc1, CCI, CC(C)=O. Product: CC[n+]1ccc(CNC(C)=O)cc1, [I-]. As a reaction SMILES: [C:1]([CH3:2])(=[O:3])[NH:4][CH2:5][c:6]1[cH:7][cH:8][n:9][cH:10][cH:11]1.[CH2:12]([CH3:13])[I:14].[CH3:15][C:16](=[O:17])[CH3:18]>>[C:1]([CH3:2])(=[O:3])[NH:4][CH2:5][c:6]1[cH:7][cH:8][n+:9]([CH2:12][CH3:13])[cH:10][cH:11]1.[I-:14]. Reactants: C1CC(=O)N(C1=O)Br (NBS), BrC1=C(N(C(S1)=NC(OC(C)(C)C)=O)C)C (tert-Butyl (5-bromo-3,4-dimethyl-1,3-thiazol-2(3H)-ylidene)carbamate), C([O-])([O-])=O.[K+].[K+] (potassium carbonate). Reagents/catalysts: CC(C)(C#N)N=NC(C)(C)C#N (AIBN). Solvent: ClCCCl (1,2-dichloroethane). The product is BrC1=C(N(C(S1)=NC(OC(C)(C)C)=O)CBr)C (tert-butyl (5-bromo-3-bromomethyl-4-methyl-1,3-thiazol-2(3H)-ylidene)carbamate). The yield is 85.1%. As a reaction SMILES: [Br:1][C:2]1[S:6][C:5](=[N:7][C:8](=[O:14])[O:9][C:10]([CH3:13])([CH3:12])[CH3:11])[N:4]([CH3:15])[C:3]=1[CH3:16].C1C(=O)N([Br:24])C(=O)C1.C(=O)([O-])[O-].[K+].[K+]>ClCCCl.CC(N=NC(C#N)(C)C)(C#N)C>[Br:1][C:2]1[S:6][C:5](=[N:7][C:8](=[O:14])[O:9][C:10]([CH3:11])([CH3:12])[CH3:13])[N:4]([CH2:15][Br:24])[C:3]=1[CH3:16] |f:2.3.4|. Reported procedure: tert-Butyl (5-bromo-3,4-dimethyl-1,3-thiazol-2(3H)-ylidene)carbamate (2.9 g) obtained in Example 30b) was dissolved in 1,2-dichloroethane (50 mL). AIBN (0.1 g) and NBS (1.7 g) were added thereto at room temperature, and the mixture was mixed at 80° C. for 3 hours. The reaction solution was poured into an aqueous potassium carbonate solution. The mixture was extracted with chloroform, and the extract was dried over anhydrous magnesium sulfate. The solvent was distilled off to give tert-butyl (5-b... The reactants are FC(C(=O)N(CCCCCCCCCCCCCCCC)C1=CC=C(C(=O)NC2=CC=C(C(=O)OCC)C=C2)C=C1)(F)F (ethyl p-[p-(2,2,2-trifluoro-N-hexadecylacetamido)benzamido]benzoate), Cl (hydrochloric acid), C(C)O (ethanol), [OH-].[Na+] (sodium hydroxide). Run in O (water). Yields the product C(CCCCCCCCCCCCCCC)NC1=CC=C(C(=O)NC2=CC=C(C(=O)O)C=C2)C=C1 (p-[p-(n-hexadecylamino)benzamido]benzoic acid). RXN SMILES: FC(F)(F)C([N:5]([C:22]1[CH:41]=[CH:40][C:25]([C:26]([NH:28][C:29]2[CH:39]=[CH:38][C:32]([C:33]([O:35]CC)=[O:34])=[CH:31][CH:30]=2)=[O:27])=[CH:24][CH:23]=1)[CH2:6][CH2:7][CH2:8][CH2:9][CH2:10][CH2:11][CH2:12][CH2:13][CH2:14][CH2:15][CH2:16][CH2:17][CH2:18][CH2:19][CH2:20][CH3:21])=O.C(O)C.[OH-].[Na+].Cl>O>[CH2:6]([NH:5][C:22]1[CH:41]=[CH:40][C:25]([C:26]([NH:28][C:29]2[CH:39]=[CH:38][C:32]([C:33]([OH:35])=[O:34])=[CH:31][CH:30]=2)=[O:27])=[CH:24][CH:23]=1)[CH2:7][CH2:8][CH2:9][CH2:10][CH2:11][CH2:12][CH2:13][CH2:14][CH2:15][CH2:16][CH2:17][CH2:18][CH2:19][CH2:20][CH3:21] |f:2.3|. Reported procedure: To a stirred solution of 3.62 g. of ethyl p-[p-(2,2,2-trifluoro-N-hexadecylacetamido)benzamido]benzoate in 72 ml. of ethanol was added a solution of 1.44 g. of sodium hydroxide in 18 ml. of water and the resulting mixture was heated under reflux for 30 min. The mixture was allowed to cool, acidified with dilute hydrochloric acid, and filtered. The white solid was recrystallized from acetonitrile. Starting materials: [OH-].[Mg+2].[OH-] (Magnesium hydroxide), C(C=1C(O)=CC=CC1)(=O)[O-].[Na+] (sodium salicylate). Solvent: O (water). The product is C(C=1C(O)=CC=CC1)(=O)[O-].[Mg+2].C(C=1C(O)=CC=CC1)(=O)[O-] (magnesium salicylate). Reaction SMILES: [OH-].[Mg+2:2].[OH-].[C:4]([O-:13])(=[O:12])[C:5]1[C:6](=[CH:8][CH:9]=[CH:10][CH:11]=1)[OH:7].[Na+]>O>[C:4]([O-:13])(=[O:12])[C:5]1[C:6](=[CH:8][CH:9]=[CH:10][CH:11]=1)[OH:7].[Mg+2:2].[C:4]([O-:13])(=[O:12])[C:5]1[C:6](=[CH:8][CH:9]=[CH:10][CH:11]=1)[OH:7] |f:0.1.2,3.4,6.7.8|. Procedure details: Magnesium hydroxide (0.0116 g; 0.0002 mol) is dissolved in 100 ml of water by gradual stirring. 0.03 g (0.0002 mols) of sodium salicylate is added to the solution to yield a magnesium salicylate molar ratio of 1:1. The resulting solution added to a 300 ml solution containing 0.225 g of membrane translocating peptide. The resulting solution is stirred at 4° Celsius for 12 hours and lyophilized to a volume of 200 ml. The solution is left to precipitate an inventive complex. The complex is filtered... The product is NC1=C2N=CN(C2=NC=N1)[C@H]1[C@@H]([C@@H](CC1)O)O ((±)-(1R*,2S*,3R*)-3-(6-Amino-9H-purin-9-yl)-1,2-cyclopentanediol). RXN SMILES: Cl[C:2]1[N:10]=[CH:9][N:8]=[C:7]2[C:3]=1[N:4]=[CH:5][N:6]2[C@@H:11]1[CH2:15][CH2:14][C@@H:13]([OH:16])[C@H:12]1[OH:17].[NH3:18]>>[NH2:18][C:2]1[N:10]=[CH:9][N:8]=[C:7]2[C:3]=1[N:4]=[CH:5][N:6]2[C@@H:11]1[CH2:15][CH2:14][C@@H:13]([OH:16])[C@H:12]1[OH:17]. Procedure: (±)-(1R*,2S*,3R*)-3-(6-Chloro-9H-purin-9-yl)-1,2-cyclopentanediol (4.00 g, 15.7 mmol) and ammonia (1, 100 ml) were stirred in a Parr bomb at 25° C. for 18 hours. Evaporation and neutralization with 1N NaOH (16 ml), followed by elution of a silica gel column with MeOH:CHCl3 /1:4 gave title compound as white crystals, recrystallized from 95% ethanol (3.54 g, 96%); mp 201°-202° C.; 1H-NMR (Me2SO-d6) δ8.19 and 8.12 (both s, 2, purine H-2, H-8), 7.18 (br s, 2, NH2), 4.98 (d, J=6.6, 1, 2-OH), 4.76-4.6... The reactants are ClC1=C2N=CN(C2=NC=N1)[C@H]1[C@@H]([C@@H](CC1)O)O ((±)-(1R*,2S*,3R*)-3-(6-Chloro-9H-purin-9-yl)-1,2-cyclopentanediol), N (ammonia).